Dataset: the Open Reaction Database (ORD), a public repository of structured organic reaction records. Task: describe an organic reaction: reactants, conditions, products, and yield Starting materials: COCCCCC(CC(=O)OC)=O (methyl 7-methoxy-3-oxoheptanoate), [H-].[Na+] (sodium hydride), N(=[N+]=[N-])C1=C(C=CC=C1)C (1-azido-2-methylbenzene). Solvent: CN(C)C=O (DMF). Run at time 30 minute. Product: COCCCCC1=C(N=NN1C1=C(C=CC=C1)C)C(=O)O (5-(4-methoxybutyl)-1-(2-methylphenyl)-1H-1,2,3-triazole-4-carboxylic acid). The yield is 45.9%. Reaction SMILES: [H-].[Na+].[CH3:3][O:4][CH2:5][CH2:6][CH2:7][CH2:8][C:9](=O)[CH2:10][C:11]([O:13]C)=[O:12].[N:16]([C:19]1[CH:24]=[CH:23][CH:22]=[CH:21][C:20]=1[CH3:25])=[N+:17]=[N-:18]>CN(C=O)C>[CH3:3][O:4][CH2:5][CH2:6][CH2:7][CH2:8][C:9]1[N:16]([C:19]2[CH:24]=[CH:23][CH:22]=[CH:21][C:20]=2[CH3:25])[N:17]=[N:18][C:10]=1[C:11]([OH:13])=[O:12] |f:0.1|. Procedure: A solution of sodium hydride (60% in oil, 280 mg) in DMF (10 ml) was cooled to 0° C.-5° C., methyl 7-methoxy-3-oxoheptanoate (1.32 g) was added, and the mixture was stirred at 0° C.-5° C. for 30 min. Then, 1-azido-2-methylbenzene (932 mg) was added, and the mixture was stirred at room temperature for 15 hr. The solvent was concentrated under reduced pressure, methanol (10 ml) was added to the residue, and 4N aqueous sodium hydroxide solution (5 ml) was added and the mixture was stirred at 60° C.... The reactants are BrC=1SC(=C(N1)C)C (2-bromo-4,5-dimethylthiazole), C(CC#C)N1N=C2C(=N1)C=CC=C2 (2-(but-3-ynyl)-2H-benzo[d][1,2,3]triazole). The product is CC=1N=C(SC1C)C#CCCN1N=C2C(=N1)C=CC=C2 (2-(4-(4,5-dimethylthiazol-2-yl)but-3-ynyl)-2H-benzo[d][1,2,3]triazole). Yield: 17115.4%. As a reaction SMILES: Br[C:2]1[S:3][C:4]([CH3:8])=[C:5]([CH3:7])[N:6]=1.[CH2:9]([N:13]1[N:17]=[C:16]2[CH:18]=[CH:19][CH:20]=[CH:21][C:15]2=[N:14]1)[CH2:10][C:11]#[CH:12]>>[CH3:7][C:5]1[N:6]=[C:2]([C:12]#[C:11][CH2:10][CH2:9][N:13]2[N:14]=[C:15]3[CH:21]=[CH:20][CH:19]=[CH:18][C:16]3=[N:17]2)[S:3][C:4]=1[CH3:8]. Procedure details: The title compound was prepared in accordance with the general method of Example 1, from 2-bromo-4,5-dimethylthiazole (100 mg, 0.52 mmol) and 2-(but-3-ynyl)-2H-benzo[d][1,2,3]triazole (89 mg, 0.52 mmol, Example 109(D)). The crude residue was purified by flash chromatography (cyclohexane/AcOEt 4:1) to yield 25 mg (89 mmol, 17%) of 2-(4-(4,5-dimethylthiazol-2-yl)but-3-ynyl)-2H-benzo[d][1,2,3]triazole as a yellow solid (M.P.=96-98° C.). Reactants: O (water), C1(=CC=CC=C1)C(N1N=NN=C1C1=C(C=CC=C1)C1=CC=C(C=C1)CBr)(C1=CC=CC=C1)C1=CC=CC=C1 (N-Triphenylmethyl-5-(4'-(bromomethyl)biphenyl-2-yl]tetrazole), CC=1N(C(=CC1)C)C=1N=C(NC1C=O)CCC (4-(2,5-dimethyl-1H-pyrrol 1-yl)-2-propylimidazole-5-carboxaldehyde), C([O-])([O-])=O.[Cs+].[Cs+] (cesium carbonate). Run in CN(C)C=O (DMF). Run at time 8 hour. Product: CC=1N(C(=CC1)C)C=1N=C(N(C1C=O)CC1=CC=C(C=C1)C1=C(C=CC=C1)C1=NN=NN1C(C1=CC=CC=C1)(C1=CC=CC=C1)C1=CC=CC=C1)CCC (4-(2,5-Dimethyl-1H-pyrrol-1-yl)-2-propyl-1-[[2'-(N-triphenylmethyl-tetrazol-5-yl)-1,1'-biphenyl-4-yl]methyl]-1H-imidazole-5-carboxaldehyde). RXN SMILES: [C:1]1([C:7]([C:33]2[CH:38]=[CH:37][CH:36]=[CH:35][CH:34]=2)([C:27]2[CH:32]=[CH:31][CH:30]=[CH:29][CH:28]=2)[N:8]2[C:12]([C:13]3[CH:18]=[CH:17][CH:16]=[CH:15][C:14]=3[C:19]3[CH:24]=[CH:23][C:22]([CH2:25]Br)=[CH:21][CH:20]=3)=[N:11][N:10]=[N:9]2)[CH:6]=[CH:5][CH:4]=[CH:3][CH:2]=1.[CH3:39][C:40]1[N:41]([C:46]2[N:47]=[C:48]([CH2:53][CH2:54][CH3:55])[NH:49][C:50]=2[CH:51]=[O:52])[C:42]([CH3:45])=[CH:43][CH:44]=1.C(=O)([O-])[O-].[Cs+].[Cs+].O>CN(C=O)C>[CH3:39][C:40]1[N:41]([C:46]2[N:47]=[C:48]([CH2:53][CH2:54][CH3:55])[N:49]([CH2:25][C:22]3[CH:21]=[CH:20][C:19]([C:14]4[CH:15]=[CH:16][CH:17]=[CH:18][C:13]=4[C:12]4[N:8]([C:7]([C:33]5[CH:38]=[CH:37][CH:36]=[CH:35][CH:34]=5)([C:27]5[CH:28]=[CH:29][CH:30]=[CH:31][CH:32]=5)[C:1]5[CH:6]=[CH:5][CH:4]=[CH:3][CH:2]=5)[N:9]=[N:10][N:11]=4)=[CH:24][CH:23]=3)[C:50]=2[CH:51]=[O:52])[C:42]([CH3:45])=[CH:43][CH:44]=1 |f:2.3.4|. Procedure: A mixture of N-(triphenylmethyl)-5-[4'-(bromomethyl)-biphenyl-2-yl]tetrazole (Example 12, 9.66 g, 17.34 mmol), 4-(2,5-dimethyl-1H-pyrrol-1-yl)-2-propyl-1H-imidazole-5-carboxaldehyde (Example 49, 4.0 g, 17.4 mmol), and cesium carbonate (13 g, 40 mmol) in DMF (30 mL) was stirred under an atmosphere of dry nitrogen at room temperature overnight. The reaction mixture was poured over water (750 mL) and the resulting precipitate was collected by filtration. The solid was taken up in ethyl acetate and ... The reactants are C1(=CC=CC=C1)C=1C=C(OCC(=O)OC)C=CC1 (Methyl (3-phenylphenoxy)acetate), C(=O)OC (methyl formate), [H-].[Na+] (sodium hydride). The solvent is CN(C)C=O (DMF), CN(C)C=O (DMF). Run at time 45 minute. Product: OC=C(C(=O)OC)OC1=CC(=CC=C1)C1=CC=CC=C1 (methyl 3-hydroxy-2-(3'-phenylphenoxy)propenoate). The yield is 90.0%. Reaction SMILES: [C:1]1([C:7]2[CH:8]=[C:9]([CH:16]=[CH:17][CH:18]=2)[O:10][CH2:11][C:12]([O:14][CH3:15])=[O:13])[CH:6]=[CH:5][CH:4]=[CH:3][CH:2]=1.[CH:19](OC)=[O:20].[H-].[Na+]>CN(C=O)C>[OH:20][CH:19]=[C:11]([O:10][C:9]1[CH:16]=[CH:17][CH:18]=[C:7]([C:1]2[CH:2]=[CH:3][CH:4]=[CH:5][CH:6]=2)[CH:8]=1)[C:12]([O:14][CH3:15])=[O:13] |f:2.3|. Procedure details: Methyl (3-phenylphenoxy)acetate (6.0 g) and methyl formate (30.2 ml) were dissolved in DMF and added dropwise with stirring to a suspension of sodium hydride (1.44 g, 50% dispersion in oil) in DMF at 0° C. (ice-bath). After 45 minutes, the ice-bath was removed and the reaction mixture was stirred for 2 hours at room temperature. Aqueous sodium carbonate was then added. The aqueous layer was washed with ether, acidified to pH 4-5 with concentrated hydrochloric acid and then re-extracted with ethe...